describe an organic reaction: reactants, conditions, products, and yield From a dataset of the Open Reaction Database (ORD), a public repository of structured organic reaction records. Reactants: NC=1C(=NC=C(C(=O)OC)C1)N (methyl 5,6-diaminonicotinate), C(C)OC(OCC)OCC (triethylorthoformate). Solvent: C(=O)O (formic acid). Conditions: temperature 90 celsius. The product is N1=CNC2=NC=C(C=C21)C(=O)OC (methyl 3H-imidazo[4,5-b]pyridine-6-carboxylate). Yield: 33.0%. Reaction SMILES: [NH2:1][C:2]1[C:3]([NH2:12])=[N:4][CH:5]=[C:6]([CH:11]=1)[C:7]([O:9][CH3:10])=[O:8].[CH2:13](OC(OCC)OCC)C>C(O)=O>[N:1]1[C:2]2[C:3](=[N:4][CH:5]=[C:6]([C:7]([O:9][CH3:10])=[O:8])[CH:11]=2)[NH:12][CH:13]=1. Procedure details: A stirred mixture of methyl 5,6-diaminonicotinate (1.69 g, 10.12 mmol) from Step 1 of this Example, formic acid (0.5 mL), and triethylorthoformate (25 mL) was heated at 90° C. for 2.5 h. The reaction mixture was cooled to rt and then the precipitated solid was collected by filtration and dried to afford methyl 3H-imidazo[4,5-b]pyridine-6-carboxylate (588 mg, 33%) as a cream solid which did not require further purification. The filtrate was concentrated under reduced pressure, and the residue pur... Solvent: O1CCCC1 (tetrahydrofuran), O1CCCC1 (tetrahydrofuran). The reactants are C(CCC)[Li] (n-butyl lithium), ClC1=C(C(=O)C2=C(C=C(C=C2)Cl)Cl)C=CC(=C1)Cl (2,2',4,4'-tetrachlorobenzophenone), COCN1C=NC=C1 (1-(methoxymethyl)imidazole), CN(CCN(C)C)C (N,N,N',N'-tetramethylethylenediamine). Reaction conditions: temperature -60 celsius, time 1 hour. Procedure details: To a solution of 7.6 g (0.0676 mol) of 1-(methoxymethyl)imidazole and 8.1 g (0.0676 mol) of N,N,N',N'-tetramethylethylenediamine in 150 ml of anhydrous tetrahydrofuran were added dropwise under a nitrogen atmosphere at -60° C., 43 ml. (0.070 mol) of n-butyl lithium solution (15% in n-hexane). The solution was stirred at -60° C. for one hour. Then 23 g (0.0676 mol) of 2,2',4,4'-tetrachlorobenzophenone (prepared as described by S. D. Wilson and Yuan Ying Cheng, J. Org. Chem. 5, 223-6 (1940)) in 15... Product: ClC1=C(C=CC(=C1)Cl)C(O)(C=1N(C=CN1)COC)C1=C(C=C(C=C1)Cl)Cl (α,α-Bis-(2,4-dichlorophenyl)-1-(methoxymethyl)imidazole-2-methanol). As a reaction SMILES: [CH3:1][O:2][CH2:3][N:4]1[CH:8]=[CH:7][N:6]=[CH:5]1.CN(C)CCN(C)C.C([Li])CCC.[Cl:22][C:23]1[CH:38]=[C:37]([Cl:39])[CH:36]=[CH:35][C:24]=1[C:25]([C:27]1[CH:32]=[CH:31][C:30]([Cl:33])=[CH:29][C:28]=1[Cl:34])=[O:26]>O1CCCC1>[Cl:22][C:23]1[CH:38]=[C:37]([Cl:39])[CH:36]=[CH:35][C:24]=1[C:25]([C:27]1[CH:32]=[CH:31][C:30]([Cl:33])=[CH:29][C:28]=1[Cl:34])([C:5]1[N:4]([CH2:3][O:2][CH3:1])[CH:8]=[CH:7][N:6]=1)[OH:26]. Starting materials: C(C)(=O)[O-].[Na+] (Sodium acetate), ClC=1N=C(C2=C(N1)C=CS2)Cl (2,4-dichlorothieno[3,2-d]pyrimidine), Cl.COC(=O)C=1C(=CC=CC1)C1=CC=C(C=C1)CN (4'-aminomethyl(1,1'-biphenyl)-2-carboxylic acid methylester hydrochloride). Run in O1CCCC1 (tetrahydrofuran), C1CCOC1 (THF). Yields the product COC(=O)C=1C(=CC=CC1)C1=CC=C(C=C1)CNC=1C2=C(N=C(N1)Cl)C=CS2 (4'-[[[2-chlorothieno-[3,2-d]pyrimidin-4-yL]amino]methyl][1,1'-biphenyl]-2-carboxylic acid methyl ester). The yield is 54.0%. Reaction SMILES: C([O-])(=O)C.[Na+].[Cl:6][C:7]1[N:8]=[C:9](Cl)[C:10]2[S:15][CH:14]=[CH:13][C:11]=2[N:12]=1.Cl.[CH3:18][O:19][C:20]([C:22]1[C:23]([C:28]2[CH:33]=[CH:32][C:31]([CH2:34][NH2:35])=[CH:30][CH:29]=2)=[CH:24][CH:25]=[CH:26][CH:27]=1)=[O:21]>O1CCCC1>[CH3:18][O:19][C:20]([C:22]1[C:23]([C:28]2[CH:29]=[CH:30][C:31]([CH2:34][NH:35][C:9]3[C:10]4[S:15][CH:14]=[CH:13][C:11]=4[N:12]=[C:7]([Cl:6])[N:8]=3)=[CH:32][CH:33]=2)=[CH:24][CH:25]=[CH:26][CH:27]=1)=[O:21] |f:0.1,3.4|. Procedure details: Sodium acetate (1.2 g), 2,4-dichlorothieno[3,2-d]pyrimidine(0.75 g) and 4'-aminomethyl(1,1'-biphenyl)-2-carboxylic acid methylester hydrochloride (1.02 g) were suspended in 40 mL of tetrahydrofuran. The reaction mixture was stirred at room temperature for 3 days at which time all the THF was removed by evaporation. The residue was partitioned between ethyl acetate and saturated aqueous sodium carbonate. The organic layer was dried over anhydrous magnesium sulfate, filtered and evaporated. The re... Starting materials: N1CCCC1 (pyrrolidine), FC1=CC(=C(C=C1)C(C)=O)O (4′-fluoro-2′-hydroxyacetophenone), CN1CCC(CC1)=O (1-methyl-4-piperidone), N1CCCC1 (pyrrolidine). Solvent: CO (methyl alcohol), ClCCl (dichloromethane). Run at time 0.5 hour. Product: FC1=CC2=C(C(CC3(CCN(CC3)C)O2)=O)C=C1 (7-Fluoro-N-methylspiro[2H-1-benzopyran-2,4′-piperidine]-4(3H)-one). Reaction SMILES: [F:1][C:2]1[CH:7]=[CH:6][C:5]([C:8](=[O:10])[CH3:9])=[C:4]([OH:11])[CH:3]=1.[CH3:12][N:13]1[CH2:18][CH2:17][C:16](=O)[CH2:15][CH2:14]1.N1CCCC1>CO.ClCCl>[F:1][C:2]1[CH:7]=[CH:6][C:5]2[C:8](=[O:10])[CH2:9][C:16]3([O:11][C:4]=2[CH:3]=1)[CH2:17][CH2:18][N:13]([CH3:12])[CH2:14][CH2:15]3. Reported procedure: A stirred solution of 4′-fluoro-2′-hydroxyacetophenone (15.97 g), 1-methyl-4-piperidone (12.74 cm3) and pyrrolidine (4.325 cm3) in methyl alcohol (250 cm3) was heated to reflux under nitrogen. After 0.5 h, further pyrrolidine (4.33 cm3) was added and, after another 0.5 h, the solution was allowed to cool. The reaction mixture was then evaporated under reduced pressure to give an oil, which was dissolved in dichloromethane (400 cm3). This solution was washed with water (3×400 cm3), dried (Na2SO4)... Starting materials: O=C1CCC(=O)N1Br, ClCCl, COC(=O)c1csc(N)n1, O=C(O)C(CC1CCCC1)c1ccc(Cl)c(Cl)c1, c1ccc(P(c2ccccc2)c2ccccc2)cc1. Yields the product COC(=O)c1csc(NC(=O)C(CC2CCCC2)c2ccc(Cl)c(Cl)c2)n1. As a reaction SMILES: [Br:20][N:21]1[C:22](=[O:23])[CH2:24][CH2:25][C:26]1=[O:27].[CH2:56]([Cl:57])[Cl:58].[CH3:46][O:47][C:48](=[O:49])[c:50]1[n:51][c:52]([NH2:55])[s:53][cH:54]1.[CH:28]1([CH2:33][CH:34]([C:35](=[O:36])[OH:37])[c:38]2[cH:39][c:40]([Cl:45])[c:41]([Cl:44])[cH:42][cH:43]2)[CH2:29][CH2:30][CH2:31][CH2:32]1.[c:1]1([P:2]([c:3]2[cH:4][cH:5][cH:6][cH:7][cH:8]2)[c:9]2[cH:10][cH:11][cH:12][cH:13][cH:14]2)[cH:15][cH:16][cH:17][cH:18][cH:19]1>>[CH:28]1([CH2:33][CH:34]([C:35](=[O:37])[NH:55][c:52]2[n:51][c:50]([C:48]([O:47][CH3:46])=[O:49])[cH:54][s:53]2)[c:38]2[cH:39][c:40]([Cl:45])[c:41]([Cl:44])[cH:42][cH:43]2)[CH2:29][CH2:30][CH2:31][CH2:32]1. Starting materials: ClC1=C(C=CC=2N(N=NC21)CC2CC2)C2=CC=C(C=C2)CO ({4-[4-Chloro-1-(cyclopropylmethyl)-1H-benzotriazol-5-yl]phenyl}methanol), C(C)(=O)OI(C1=CC=CC=C1)OC(C)=O (diacetoxy(phenyl)-iodane). The solvent is ClCCl (dichloromethane), ClCCl (dichloromethane). Run at time 16 hour. Product: ClC1=C(C=CC=2N(N=NC21)CC2CC2)C2=CC=C(C=O)C=C2 (4-[4-chloro-1-(cyclopropylmethyl)-1H-benzotriazol-5-yl]benzaldehyde). As a reaction SMILES: [Cl:1][C:2]1[C:10]2[N:9]=[N:8][N:7]([CH2:11][CH:12]3[CH2:14][CH2:13]3)[C:6]=2[CH:5]=[CH:4][C:3]=1[C:15]1[CH:20]=[CH:19][C:18]([CH2:21][OH:22])=[CH:17][CH:16]=1.C(OI(OC(=O)C)C1C=CC=CC=1)(=O)C>ClCCl>[Cl:1][C:2]1[C:10]2[N:9]=[N:8][N:7]([CH2:11][CH:12]3[CH2:14][CH2:13]3)[C:6]=2[CH:5]=[CH:4][C:3]=1[C:15]1[CH:16]=[CH:17][C:18]([CH:21]=[O:22])=[CH:19][CH:20]=1. Procedure: {4-[4-Chloro-1-(cyclopropylmethyl)-1H-benzotriazol-5-yl]phenyl}methanol (Example 29, 50 mg, 0.16 mmol) was dissolved in dichloromethane (1.6 mL) and treated with diacetoxy(phenyl)-iodane (51 mg, 0.16 mmol) and (2,2,6,6-tetramethylpiperidin-1-yl)oxidanyl (2.5 mg, 0.016 mmol). The mixture was stirred at ambient tempuratures for 16 hours, diluted with dichloromethane and washed with sodium bicarbonate (2×30 ml, aqueous saturated). The organic extract was dried with sodium sulfate, filtered and conc... Reactants: O1C(CCCC1)O[C@H]1C[C@@H](CC2=CC[C@H]3[C@@H]4CC[C@H]([C@@H](CC[C@H](C(C)(C)OC(C)OCC)F)CO)[C@]4(CC[C@@H]3[C@@]12C)C)OC1OCCCC1 ([1α,3β,24R]-1,3-bis[(tetrahydro-2H-pyran-2-yl)oxy]-25-(1-ethoxyethoxy)-24-fluorocholest-5-en-21-ol), C1(=CC=C(C=C1)S(=O)(=O)Cl)C (p-toluenesulfonyl chloride). Run in N1=CC=CC=C1 (pyridine). Product: CC1=CC=C(C=C1)S(=O)(=O)OC[C@H](CC[C@H](C(C)(C)OC(C)OCC)F)[C@H]1CC[C@H]2[C@@H]3CC=C4C[C@H](C[C@@H]([C@]4(C)[C@H]3CC[C@]12C)OC1OCCCC1)OC1OCCCC1 ([1α,3β,24R]-1,3-bis[(tetrahydro-2H-pyran-2-yl)oxy]-25-(1-ethoxyethoxy)-24-fluorocholest-5-en-21-ol 21-(4-methylbenzenesulfonate)). As a reaction SMILES: [O:1]1[CH2:6][CH2:5][CH2:4][CH2:3][CH:2]1[O:7][C@@H:8]1[C@@:40]2([CH3:41])[C:12](=[CH:13][CH2:14][C@@H:15]3[C@@H:39]2[CH2:38][CH2:37][C@@:36]2([CH3:42])[C@H:16]3[CH2:17][CH2:18][C@@H:19]2[C@H:20]([CH2:34][OH:35])[CH2:21][CH2:22][C@@H:23]([F:33])[C:24]([O:27][CH:28]([O:30][CH2:31][CH3:32])[CH3:29])([CH3:26])[CH3:25])[CH2:11][C@@H:10]([O:43][CH:44]2[CH2:49][CH2:48][CH2:47][CH2:46][O:45]2)[CH2:9]1.[C:50]1([CH3:60])[CH:55]=[CH:54][C:53]([S:56](Cl)(=[O:58])=[O:57])=[CH:52][CH:51]=1>N1C=CC=CC=1>[CH3:60][C:50]1[CH:55]=[CH:54][C:53]([S:56]([O:35][CH2:34][C@@H:20]([C@@H:19]2[C@:36]3([CH3:42])[C@H:16]([C@H:15]4[C@H:39]([CH2:38][CH2:37]3)[C@:40]3([CH3:41])[C:12]([CH2:11][C@@H:10]([O:43][CH:44]5[CH2:49][CH2:48][CH2:47][CH2:46][O:45]5)[CH2:9][C@@H:8]3[O:7][CH:2]3[CH2:3][CH2:4][CH2:5][CH2:6][O:1]3)=[CH:13][CH2:14]4)[CH2:17][CH2:18]2)[CH2:21][CH2:22][C@@H:23]([F:33])[C:24]([O:27][CH:28]([O:30][CH2:31][CH3:32])[CH3:29])([CH3:26])[CH3:25])(=[O:58])=[O:57])=[CH:52][CH:51]=1. Procedure: A mixture of 3.99 g. (0.0058 mole) of [1α,3β,24R]-1,3-bis[(tetrahydro-2H-pyran-2-yl)oxy]-25-(1-ethoxyethoxy)-24-fluorocholest-5-en-21-ol, 15 ml. of pyridine and 2.20 g. (0.0115 mole) of p-toluenesulfonyl chloride was stirred at 0° C. for 18 hr. The mixture was quenched with ice chips. The mixture was then poured into water and extracted with methylene chloride. The organic phase was washed with 10% aqueous sulfuric acid and saturated aqueous sodium bicarbonate solution. The organic layer was dri... Reagents/catalysts: C1=CC=C(C=C1)P([C-]2C=CC=C2)C3=CC=CC=C3.C1=CC=C(C=C1)P([C-]2C=CC=C2)C3=CC=CC=C3.Cl[Pd]Cl.[Fe+2] ([1,1′-bis(diphenylphosphino)ferrocene]dichloropalladium(II)). Yields the product COC=1C=CC2=C(SC(=C2OC2=CC=C(C=C2)/C=C/C(=O)OC)C2=C(C=CC=C2)COC)C1 ((E)-methyl 3-(4-((6-methoxy-2-(2-(methoxymethyl)phenyl)benzo[b]thiophen-3-yl)oxy)phenyl)acrylate). The yield is 79.0%. Solvent: COCCOC (1,2-dimethoxyethane), CCOC(=O)C (EtOAc). Starting materials: BrC1=C(C2=C(S1)C=C(C=C2)OC)OC2=CC=C(C=C2)/C=C/C(=O)OC ((E)-methyl 3-(4-((2-bromo-6-methoxybenzo[b]thiophen-3-yl)oxy)phenyl)acrylate), COCC1=C(C=CC=C1)B(O)O ((2-(methoxymethyl)phenyl)boronic acid), [O-]S(=O)(=O)[O-].[Na+].[Na+] (Na2SO4), C(=O)([O-])[O-].[Na+].[Na+] (Na2CO3). RXN SMILES: Br[C:2]1[S:6][C:5]2[CH:7]=[C:8]([O:11][CH3:12])[CH:9]=[CH:10][C:4]=2[C:3]=1[O:13][C:14]1[CH:19]=[CH:18][C:17](/[CH:20]=[CH:21]/[C:22]([O:24][CH3:25])=[O:23])=[CH:16][CH:15]=1.[CH3:26][O:27][CH2:28][C:29]1[CH:34]=[CH:33][CH:32]=[CH:31][C:30]=1B(O)O.C([O-])([O-])=O.[Na+].[Na+].[O-]S([O-])(=O)=O.[Na+].[Na+]>COCCOC.CCOC(C)=O.C1C=CC(P(C2C=CC=CC=2)[C-]2C=CC=C2)=CC=1.C1C=CC(P(C2C=CC=CC=2)[C-]2C=CC=C2)=CC=1.Cl[Pd]Cl.[Fe+2]>[CH3:12][O:11][C:8]1[CH:9]=[CH:10][C:4]2[C:3]([O:13][C:14]3[CH:19]=[CH:18][C:17](/[CH:20]=[CH:21]/[C:22]([O:24][CH3:25])=[O:23])=[CH:16][CH:15]=3)=[C:2]([C:30]3[CH:31]=[CH:32][CH:33]=[CH:34][C:29]=3[CH2:28][O:27][CH3:26])[S:6][C:5]=2[CH:7]=1 |f:2.3.4,5.6.7,10.11.12.13|. Reported procedure: To a solution of (E)-methyl 3-(4-((2-bromo-6-methoxybenzo[b]thiophen-3-yl)oxy)phenyl)acrylate (100 mg, 0.238 mmol) in 1,2-dimethoxyethane (3.0 mL) was added (2-(methoxymethyl)phenyl)boronic acid (79 mg, 0.477 mmol). [1,1′-bis(diphenylphosphino)ferrocene]dichloropalladium(II) (17.5 mg, 0.024 mmol) and Na2CO3 (2.0N aqueous, 0.358 mL, 0.715 mmol). The resulting mixture was subjected to microwave irradiation at 100° C. for 20 min after which time the reaction was diluted with EtOAc, added anhydrous ...